Dataset: the Open Reaction Database (ORD), a public repository of structured organic reaction records. Task: describe an organic reaction: reactants, conditions, products, and yield Starting materials: solution, C1(=CC=CC=C1)[Mg]Cl (phenylmagnesium chloride), C1CCOC1 (THF), COC=1C=C(C#N)C=C(C1)OC (3,5-dimethoxybenzonitrile), ice. The solvent is Cl (HCl). Run at temperature 70 celsius, time 24 hour. The product is COC=1C=C(C(=O)C2=CC=CC=C2)C=C(C1)OC (3,5-dimethoxybenzophenone). The yield is 75.0%. As a reaction SMILES: [CH3:1][O:2][C:3]1[CH:4]=[C:5]([CH:8]=[C:9]([O:11][CH3:12])[CH:10]=1)[C:6]#N.[C:13]1([Mg]Cl)[CH:18]=[CH:17][CH:16]=[CH:15][CH:14]=1.C1C[O:24]CC1>Cl>[CH3:1][O:2][C:3]1[CH:4]=[C:5]([CH:8]=[C:9]([O:11][CH3:12])[CH:10]=1)[C:6]([C:13]1[CH:18]=[CH:17][CH:16]=[CH:15][CH:14]=1)=[O:24]. Procedure details: This compound was previously prepared by a two-step process.v However, we prepared it by a one-step method adapted from another literature procedure.vi Neat 3,5-dimethoxybenzonitrile (16.0 g, 98.1 mmol) was added to a 2.0M solution of phenylmagnesium chloride in THF (98.0 mL, 196.1 mmol). The reaction mixture was refluxed for 24 hours at 70° C. The solution was then transferred into a mixture of concentrated aqueous HCl (100 mL) and ice (300 g). The mixture was allowed to warm up to room tempera... Starting materials: CCO, Nc1ccc(-c2ccc(OC3CN4CCC3CC4)nn2)cc1[N+](=O)[O-]. The product is Nc1ccc(-c2ccc(OC3CN4CCC3CC4)nn2)cc1N. As a reaction SMILES: [CH3:26][CH2:27][OH:28].[N:1]12[CH2:2][CH:3]([O:9][c:10]3[cH:11][cH:12][c:13](-[c:16]4[cH:17][c:18]([N+:23]([O-:24])=[O:25])[c:19]([NH2:22])[cH:20][cH:21]4)[n:14][n:15]3)[CH:4]([CH2:5][CH2:6]1)[CH2:7][CH2:8]2>>[N:1]12[CH2:2][CH:3]([O:9][c:10]3[cH:11][cH:12][c:13](-[c:16]4[cH:17][c:18]([NH2:23])[c:19]([NH2:22])[cH:20][cH:21]4)[n:14][n:15]3)[CH:4]([CH2:5][CH2:6]1)[CH2:7][CH2:8]2. Reactants: O=C(n1ccnc1)n1ccnc1, NCCCN1CCCC1=O, Cc1c(C)c2c(c(C)c1O)CCC(C)(C(=O)O)O2. Product: Cc1c(C)c2c(c(C)c1O)CCC(C)(C(=O)NCCCN1CCCC1=O)O2. Reaction SMILES: [C:19]([n:20]1[cH:21][cH:22][n:23][cH:24]1)([n:25]1[cH:26][cH:27][n:28][cH:29]1)=[O:30].[NH2:31][CH2:32][CH2:33][CH2:34][N:35]1[C:36](=[O:40])[CH2:37][CH2:38][CH2:39]1.[OH:1][c:2]1[c:3]([CH3:18])[c:4]2[c:9]([c:10]([CH3:13])[c:11]1[CH3:12])[O:8][C:7]([C:14](=[O:15])[OH:16])([CH3:17])[CH2:6][CH2:5]2>>[OH:1][c:2]1[c:3]([CH3:18])[c:4]2[c:9]([c:10]([CH3:13])[c:11]1[CH3:12])[O:8][C:7]([C:14](=[O:16])[NH:31][CH2:32][CH2:33][CH2:34][N:35]1[C:36](=[O:40])[CH2:37][CH2:38][CH2:39]1)([CH3:17])[CH2:6][CH2:5]2. The reactants are C1CCOC1, CCN(C(C)C)C(C)C, O=[N+]([O-])c1ccc(Cl)nc1Cl, Nc1ccccc1. Yields the product O=[N+]([O-])c1ccc(Cl)nc1Nc1ccccc1. Reaction SMILES: [CH2:28]1[O:29][CH2:30][CH2:31][CH2:32]1.[CH:19]([N:20]([CH2:21][CH3:22])[CH:23]([CH3:24])[CH3:25])([CH3:26])[CH3:27].[Cl:1][c:2]1[n:3][c:4]([Cl:11])[cH:5][cH:6][c:7]1[N+:8](=[O:9])[O-:10].[NH2:12][c:13]1[cH:14][cH:15][cH:16][cH:17][cH:18]1>>[c:2]1([NH:12][c:13]2[cH:14][cH:15][cH:16][cH:17][cH:18]2)[n:3][c:4]([Cl:11])[cH:5][cH:6][c:7]1[N+:8](=[O:9])[O-:10]. The reactants are C(C1=CC=CC=C1)N1C(=NC(=C1Br)Br)C1=C(C=C(C=C1)F)F (1-benzyl-4,5-dibromo-2-(2,4-difluoro-phenyl)-imidazole), FC=1C=C(C=C(C1)F)B(O)O (3,5-difluorophenyl boronic acid), trans-dichlorobis(triphenylphosphine) palladium (II), C([O-])([O-])=O.[Na+].[Na+] (sodium carbonate), CO (methanol). Solvent: C1(=CC=CC=C1)C (toluene), C(C)(=O)OCC (ethyl acetate). The product is C(C1=CC=CC=C1)N1C(=NC(=C1C1=CC(=CC(=C1)F)F)Br)C1=C(C=C(C=C1)F)F (1-benzyl-4-bromo-5-(3,5-difluoro-phenyl)-2-(2,4-difluoro-phenyl)-1H-imidazole). Isolated yield 45.8%. Reaction SMILES: [CH2:1]([N:8]1[C:12](Br)=[C:11]([Br:14])[N:10]=[C:9]1[C:15]1[CH:20]=[CH:19][C:18]([F:21])=[CH:17][C:16]=1[F:22])[C:2]1[CH:7]=[CH:6][CH:5]=[CH:4][CH:3]=1.[F:23][C:24]1[CH:25]=[C:26](B(O)O)[CH:27]=[C:28]([F:30])[CH:29]=1.C(=O)([O-])[O-].[Na+].[Na+].CO>C(OCC)(=O)C.C1(C)C=CC=CC=1>[CH2:1]([N:8]1[C:12]([C:26]2[CH:25]=[C:24]([F:23])[CH:29]=[C:28]([F:30])[CH:27]=2)=[C:11]([Br:14])[N:10]=[C:9]1[C:15]1[CH:20]=[CH:19][C:18]([F:21])=[CH:17][C:16]=1[F:22])[C:2]1[CH:7]=[CH:6][CH:5]=[CH:4][CH:3]=1 |f:2.3.4|. Reported procedure: Reflux a mixture of 1-benzyl-4,5-dibromo-2-(2,4-difluoro-phenyl)-imidazole (0.386 g, 0.90 mmol), 3,5-difluorophenyl boronic acid (0.15 g, 0.945 mmol), trans-dichlorobis(triphenylphosphine) palladium (II) (0.065 g, 0.09 mmol), 2 M sodium carbonate (0.90 mL), methanol (1.5 mL) and toluene (10 mL) for 18 hours, then cool to ambient temperature. Dilute with ethyl acetate and wash with saturated sodium bicarbonate, saturated sodium chloride, dry with magnesium sulfate, filter and remove solvents unde... Reactants: C=C(C)C=1C(=NC=CC1)C#N (3-(prop-1-en-2-yl)picolinonitrile), C(C)(=O)O (acetic acid). Reagents/catalysts: [Pd] (Pd/C). The product is C(C)(=O)O.C(C)(C)C=1C(=NC=CC1)CN ((3-isopropylpyridin-2-yl)methanamine acetic acid salt). Reaction SMILES: [CH2:1]=[C:2]([C:4]1[C:5]([C:10]#[N:11])=[N:6][CH:7]=[CH:8][CH:9]=1)[CH3:3].[C:12]([OH:15])(=[O:14])[CH3:13]>[Pd]>[C:12]([OH:15])(=[O:14])[CH3:13].[CH:2]([C:4]1[C:5]([CH2:10][NH2:11])=[N:6][CH:7]=[CH:8][CH:9]=1)([CH3:3])[CH3:1] |f:3.4|. Reported procedure: To a solution of 3-(prop-1-en-2-yl)picolinonitrile in acetic acid was added 10% Pd/C. The Parr shaker bottle was evacuated/H2 purged 3×, and then shaken at 50 psi until starting material was consumed (typically <1 h). The reaction was filtered through diatomaceous earth and concentrated to yield (3-isopropylpyridin-2-yl)methanamine acetic acid salt which was used without further purification. To the crude salt in THF was added aq 1M NaOH, followed by BOC2O (2 eq). The reaction was allowed to sti... The reactants are C([O-])(O)=O.[Na+] (sodium bicarbonate), ClC=1C=CC2=C(CC(O2)C(=O)N2CCN(CC2)C(=O)OC(C)(C)C)C1 (tert-butyl 4-[(5-chloro-2,3-dihydro-1-benzofuran-2-yl)carbonyl]piperazine-1-carboxylate), FC(C(=O)O)(F)F (trifluoroacetic acid), crude material, O (water). Solvent: ClCCl (dichloromethane). Run at time 2 hour. Yields the product ClC=1C=CC2=C(CC(O2)C(=O)N2CCNCC2)C1 (1-[(5-chloro-2,3-dihydro-1-benzofuran-2-yl)carbonyl]piperazine). Yield: 96.3%. Reaction SMILES: [Cl:1][C:2]1[CH:3]=[CH:4][C:5]2[O:9][CH:8]([C:10]([N:12]3[CH2:17][CH2:16][N:15](C(OC(C)(C)C)=O)[CH2:14][CH2:13]3)=[O:11])[CH2:7][C:6]=2[CH:25]=1.FC(F)(F)C(O)=O.O.C(=O)(O)[O-].[Na+]>ClCCl>[Cl:1][C:2]1[CH:3]=[CH:4][C:5]2[O:9][CH:8]([C:10]([N:12]3[CH2:13][CH2:14][NH:15][CH2:16][CH2:17]3)=[O:11])[CH2:7][C:6]=2[CH:25]=1 |f:3.4|. Procedure details: A solution of tert-butyl 4-[(5-chloro-2,3-dihydro-1-benzofuran-2-yl)carbonyl]piperazine-1-carboxylate (400 mg, 1.09 mmol) in dichloromethane (5 ml) was treated with trifluoroacetic acid (1 ml). The resulting solution was stirred for 2 h at room temperature and then concentrated under vacuum to give a residue. The crude material was dissolved into water (20 ml) and the pH was adjusted to ˜8 using aqueous sodium bicarbonate. The mixture was extracted with ethyl acetate (3×100 ml). The organic laye...